Dataset: the Open Reaction Database (ORD), a public repository of structured organic reaction records. Task: describe an organic reaction: reactants, conditions, products, and yield Reactants: C=1C=CC2=C(C1)NC(=O)O2 (Benzoxazolinone), solution, CNC (dimethylamine). The solvent is alcohol. Product: OC1=C(C=CC=C1)NC(=O)N(C)C (N-(2-Hydroxyphenyl)-N',N'-dimethylurea). RXN SMILES: [CH:1]1[CH:2]=[CH:3][C:4]2[O:10][C:8](=[O:9])[NH:7][C:5]=2[CH:6]=1.[CH3:11][NH:12][CH3:13]>>[OH:10][C:4]1[CH:3]=[CH:2][CH:1]=[CH:6][C:5]=1[NH:7][C:8]([N:12]([CH3:13])[CH3:11])=[O:9]. Reported procedure: Benzoxazolinone (200 g) was stirred with 1 liter of a 33% solution of dimethylamine in industrial alcohol at 50° C. for 48 hours. The alcohol and unchanged dimethylamine were distilled off under reduced pressure at below 60° C. and the product was recrystallised from a 1:1 by volume mixture of isopropanol and light petroleum ether (b.pt. 60°-80° C.). It melted at 148° C. (decomp.) as measured on a Kofler bench. The reactants are N(=[N+]=[N-])CCCOC1=CC(=NC(=C1)C(=O)O)C(=O)O (4-(3-azidopropoxy)-pyridine-2,6-dicarboxylic acid), C(C(=O)Cl)(=O)Cl (Oxalyl chloride), C(Cl)(Cl)Cl (chloroform). The solvent is CN(C)C=O (DMF). Conditions: time 2 day. Product: N(=[N+]=[N-])CCCOC1=CC(=NC(=C1)C(=O)Cl)C(=O)Cl (4-(3-azidopropoxy)-pyridine-2,6-dicarbonyldichloride). As a reaction SMILES: [N:1]([CH2:4][CH2:5][CH2:6][O:7][C:8]1[CH:13]=[C:12]([C:14]([OH:16])=O)[N:11]=C(C(O)=O)[CH:9]=1)=[N+:2]=[N-:3].[C:20](Cl)(=O)[C:21]([Cl:23])=[O:22].C(Cl)(Cl)[Cl:27]>CN(C=O)C>[N:1]([CH2:4][CH2:5][CH2:6][O:7][C:8]1[CH:13]=[C:12]([C:14]([Cl:27])=[O:16])[N:11]=[C:20]([C:21]([Cl:23])=[O:22])[CH:9]=1)=[N+:2]=[N-:3]. Reported procedure: 4-(3-azidopropoxy)-pyridine-2,6-dicarboxylic acid 43 (1.33 g, 5.0 mmol) was suspended in chloroform (80 mL) and DMF (0.4 mL). Oxalyl chloride (2.7 mL, 3.9 g, 30.7 mmol) was added dropwise to the above stirred suspension. The resulting reaction mixture was stirred at room temperature for 2 days. The solvent was evaporated and the residue was dried under high vacuum for 24 hours. The 4-(3-azidopropoxy)-pyridine-2,6-dicarbonyldichloride obtained was used for the next coupling reaction directly with... The reactants are C1(CCCCC1)N=C=NC1CCCCC1 (dicyclohexylcarbodiimide), CC1([C@@H]([C@@H]1\C=C/C(O)=O)C(=O)O[C@@H](C1=CC(=CC=C1)OC1=CC=CC=C1)C#N)C ((S)α-cyano-3-phenoxy-benzyl (IR,cis,Z) 2,2-dimethyl-3-[3-oxo-3-hydroxy-1-propenyl]-cyclopropane-carboxylate), C(#N)C(C(Cl)(Cl)Cl)O (chloral cyanohydrin). The reagents and catalysts are CN(C1=CC=NC=C1)C (4-dimethylaminopyridine). The solvent is C(Cl)Cl (methylene chloride). Run at temperature 20 celsius, time 2 hour. The product is CC1([C@@H]([C@@H]1\C=C/C(OC(=C(Cl)Cl)C#N)=O)C(=O)O[C@@H](C1=CC(=CC=C1)OC1=CC=CC=C1)C#N)C ((S)α-cyano -3-phenoxy-benzyl (IR,cis,Z) 2,2-dimethyl-3-[3-oxo-3-(2,2-dichloro-1-cyanovinyloxy)-1-propenyl]-cyclopropane-carboxylate). Isolated yield 37.6%. Reaction SMILES: C1(N=C=NC2CCCCC2)CCCCC1.[CH3:16][C:17]1([CH3:44])[C@@H:19](/[CH:20]=[CH:21]\[C:22](=[O:24])[OH:23])[C@H:18]1[C:25]([O:27][C@H:28]([C:42]#[N:43])[C:29]1[CH:34]=[CH:33][CH:32]=[C:31]([O:35][C:36]2[CH:41]=[CH:40][CH:39]=[CH:38][CH:37]=2)[CH:30]=1)=[O:26].[C:45]([CH:47](O)[C:48](Cl)([Cl:50])[Cl:49])#[N:46]>CN(C)C1C=CN=CC=1.C(Cl)Cl>[CH3:16][C:17]1([CH3:44])[C@@H:19](/[CH:20]=[CH:21]\[C:22](=[O:23])[O:24][C:47]([C:45]#[N:46])=[C:48]([Cl:50])[Cl:49])[C@H:18]1[C:25]([O:27][C@H:28]([C:42]#[N:43])[C:29]1[CH:34]=[CH:33][CH:32]=[C:31]([O:35][C:36]2[CH:41]=[CH:40][CH:39]=[CH:38][CH:37]=2)[CH:30]=1)=[O:26]. Procedure details: 140 mg of 4-dimethylaminopyridine and then 1.76 g of dicyclohexylcarbodiimide were added at 0° C. to a mixture of 3.36 g (S)α-cyano-3-phenoxy-benzyl (IR,cis,Z) 2,2-dimethyl-3-[3-oxo-3-hydroxy-1-propenyl]-cyclopropane-carboxylate, 1.7 g of chloral cyanohydrin and 16 ml of methylene chloride and the mixture was stirred at 20° C. for 21/2 hours and was then evaporated to dryness under reduced pressure. The residue was chromatographed over silica gel and eluted with an 85-15 cyclohexane-ethyl acetat... The reactants are CCOC(=O)c1c(C[P+](c2ccccc2)(c2ccccc2)c2ccccc2)nc2cc(OC)c(OC)cc2c1-c1ccc(OC)c(OC)c1, CC[O-], CCO, Cn1ccnc1C=O, [Cl-], [Na+], O. Yields the product CCOC(=O)c1c(C=Cc2nccn2C)nc2cc(OC)c(OC)cc2c1-c1ccc(OC)c(OC)c1. RXN SMILES: [CH3:2][O:3][c:4]1[cH:5][c:6]2[c:7](-[c:41]3[cH:42][c:43]([O:49][CH3:50])[c:44]([O:47][CH3:48])[cH:45][cH:46]3)[c:8]([C:36](=[O:37])[O:38][CH2:39][CH3:40])[c:9]([CH2:16][P+:17]([c:18]3[cH:19][cH:20][cH:21][cH:22][cH:23]3)([c:24]3[cH:25][cH:26][cH:27][cH:28][cH:29]3)[c:30]3[cH:31][cH:32][cH:33][cH:34][cH:35]3)[n:10][c:11]2[cH:12][c:13]1[O:14][CH3:15].[CH3:52][CH2:53][O-:54].[CH3:64][CH2:65][OH:66].[CH:55](=[O:56])[c:57]1[n:58]([CH3:62])[cH:59][cH:60][n:61]1.[Cl-:1].[Na+:51].[OH2:63]>>[CH3:2][O:3][c:4]1[cH:5][c:6]2[c:7](-[c:41]3[cH:42][c:43]([O:49][CH3:50])[c:44]([O:47][CH3:48])[cH:45][cH:46]3)[c:8]([C:36](=[O:37])[O:38][CH2:39][CH3:40])[c:9]([CH:16]=[CH:55][c:57]3[n:58]([CH3:62])[cH:59][cH:60][n:61]3)[n:10][c:11]2[cH:12][c:13]1[O:14][CH3:15]. Starting materials: c1ccc(CN2CC3CCC(C2)C3n2cnnn2)cc1, CO, [H][H]. Yields the product c1nnnn1C1C2CCC1CNC2. Reaction SMILES: [CH2:1]([c:2]1[cH:3][cH:4][cH:5][cH:6][cH:7]1)[N:8]1[CH2:9][CH:10]2[CH2:11][CH2:12][CH:13]([CH2:14]1)[CH:15]2[n:16]1[n:17][n:18][n:19][cH:20]1.[CH3:23][OH:24].[H:21][H:22]>>[NH:8]1[CH2:9][CH:10]2[CH2:11][CH2:12][CH:13]([CH2:14]1)[CH:15]2[n:16]1[n:17][n:18][n:19][cH:20]1. The reactants are C(C)OC(=O)C=1N=NN(C1C(C)C)C=1C=C(C=C(C1)C(=O)OC)C1=CC=C(C=C1)C (5-isopropyl-1-(5-methoxycarbonyl-4′-methyl-biphenyl-3-yl)-1H-[1,2,3]triazole-4-carboxylic acid ethyl ester), O (water), O[Li].O (LiOH.H2O). Run in C1CCOC1 (THF). Run at time 3 hour. The product is C(=O)(O)C=1C=C(C=C(C1)C1=CC=C(C=C1)C)N1N=NC(=C1C(C)C)C(=O)O (1-(5-carboxy-4′-methyl-biphenyl-3-yl)-5-isopropyl-1H-[1,2,3]triazole-4-carboxylic acid), yellow solid. As a reaction SMILES: C([O:3][C:4]([C:6]1[N:7]=[N:8][N:9]([C:14]2[CH:15]=[C:16]([C:24]3[CH:29]=[CH:28][C:27]([CH3:30])=[CH:26][CH:25]=3)[CH:17]=[C:18]([C:20]([O:22]C)=[O:21])[CH:19]=2)[C:10]=1[CH:11]([CH3:13])[CH3:12])=[O:5])C.O.O[Li].O>C1COCC1>[C:20]([C:18]1[CH:19]=[C:14]([N:9]2[C:10]([CH:11]([CH3:13])[CH3:12])=[C:6]([C:4]([OH:5])=[O:3])[N:7]=[N:8]2)[CH:15]=[C:16]([C:24]2[CH:25]=[CH:26][C:27]([CH3:30])=[CH:28][CH:29]=2)[CH:17]=1)([OH:22])=[O:21] |f:2.3|. Procedure: The 5-isopropyl-1-(5-methoxycarbonyl-4′-methyl-biphenyl-3-yl)-1H-[1,2,3]triazole-4-carboxylic acid ethyl ester from step 1 was dissolved in THF (7 mL) and water (4 mL) and LiOH.H2O (184 mg, 4.38 mmol) were added as a single portion. The reaction mixture was stirred at room temperature for three hours. Solvent was removed under reduced pressure and the remaining aqueous solution was acidified with concentrated HCl to pH˜1. The solution was extracted with EtOAc and the combined organic layers were...